This data is from the Open Reaction Database (ORD), a public repository of structured organic reaction records. The task is: describe an organic reaction: reactants, conditions, products, and yield Starting materials: NC1=NC=NN2C1=C(C=C2Br)C(=O)C=2C=C(C=CC2)NC(=O)NC2=C(C=C(C=C2)Cl)Cl (1-{3-[(4-amino-7-bromopyrrolo[2,1-f][1,2,4]triazin-5-yl)carbonyl]phenyl}-3-(2,4-dichlorophenyl)urea), Cl[Si](C)(C)C.BrCCBr (chlorotrimethylsilane 1,2-dibromoethane), IC1CCN(CC1)C(=O)OC(C)(C)C (tert-butyl 4-iodopiperidine-1-carboxylate). Reagents/catalysts: C1=CC=C(C=C1)P([C-]2C=CC=C2)C3=CC=CC=C3.C1=CC=C(C=C1)P([C-]2C=CC=C2)C3=CC=CC=C3.Cl[Pd]Cl.[Fe+2] (PdCl2(dppf)2), [Cu]I (CuI), [Zn] (Zn). The solvent is CC(=O)N(C)C (dimethylactamide), CC(=O)N(C)C (dimethylacetamide), O (water), CC(=O)N(C)C (dimethylacetamide). Run at temperature 50 celsius, time 1 hour. Product: NC1=NC=NN2C1=C(C=C2C2CCNCC2)C(=O)C=2C=C(C=CC2)NC(=O)NC2=C(C=C(C=C2)Cl)Cl (1-(3-{[4-amino-7-(4-piperidinyl)pyrrolo[2,1-f][1,2,4]triazin-5-yl]carbonyl}phenyl)-3-(2,4-dichlorophenyl)urea). Isolated yield 8.1%. Reaction SMILES: Cl[Si](C)(C)C.BrCCBr.I[CH:11]1[CH2:16][CH2:15][N:14](C(OC(C)(C)C)=O)[CH2:13][CH2:12]1.[NH2:24][C:25]1[C:30]2=[C:31]([C:35]([C:37]3[CH:38]=[C:39]([NH:43][C:44]([NH:46][C:47]4[CH:52]=[CH:51][C:50]([Cl:53])=[CH:49][C:48]=4[Cl:54])=[O:45])[CH:40]=[CH:41][CH:42]=3)=[O:36])[CH:32]=[C:33](Br)[N:29]2[N:28]=[CH:27][N:26]=1>CC(N(C)C)=O.O.[Zn].C1C=CC(P(C2C=CC=CC=2)[C-]2C=CC=C2)=CC=1.C1C=CC(P(C2C=CC=CC=2)[C-]2C=CC=C2)=CC=1.Cl[Pd]Cl.[Fe+2].[Cu]I>[NH2:24][C:25]1[C:30]2=[C:31]([C:35]([C:37]3[CH:38]=[C:39]([NH:43][C:44]([NH:46][C:47]4[CH:52]=[CH:51][C:50]([Cl:53])=[CH:49][C:48]=4[Cl:54])=[O:45])[CH:40]=[CH:41][CH:42]=3)=[O:36])[CH:32]=[C:33]([CH:11]3[CH2:12][CH2:13][NH:14][CH2:15][CH2:16]3)[N:29]2[N:28]=[CH:27][N:26]=1 |f:0.1,7.8.9.10|. Procedure details: A mixture of Zn dust (42 mg) in dimethylacetamide (0.5 mL) was treated with a mixture of chlorotrimethylsilane/1,2-dibromoethane (7/5 v/v, 0.020 mL). The reaction was heated to 50° C. for 30 minutes and then slowly cooled to room temperature. A solution of tert-butyl 4-iodopiperidine-1-carboxylate (165 mg, 0.53 mmol) in dimethylacetamide (1 mL) was added. The reaction was stirred at room temperature for one hour. This solution was added to a mixture of 95G (22 mg), PdCl2(dppf)2 (3 mg), CuI (6 mg... Starting materials: C1(C=CC(C2=CC=CC=C12)=O)=O (1,4-naphthoquinone), C(C)(=O)OC(C)=O (acetic anhydride). The solvent is B(F)(F)F.CCOCC (boron trifluoride etherate). Yields the product C(C)(=O)OC1=C(C=C(C2=CC=CC=C12)OC(C)=O)OC(C)=O (1,2,4-triacetyloxynaphthalene). As a reaction SMILES: [C:1]1(=[O:12])[C:10]2[C:5](=[CH:6][CH:7]=[CH:8][CH:9]=2)[C:4](=[O:11])[CH:3]=[CH:2]1.C([O:16][C:17](=[O:19])[CH3:18])(=O)C>B(F)(F)F.CCOCC>[C:4]([O:12][C:1]1[C:10]2[C:5](=[CH:6][CH:7]=[CH:8][CH:9]=2)[C:4]([O:11][C:1](=[O:12])[CH3:2])=[CH:3][C:2]=1[O:16][C:17](=[O:19])[CH3:18])(=[O:11])[CH3:3] |f:2.3|. Reported procedure: A solution of 1,4-naphthoquinone (79 g) in acetic anhydride (200 mL) and boron trifluoride etherate (10 mL) was heated overnight, then cooled to room temperature to give 1,2,4-triacetyloxynaphthalene, m.p. 136°-137° C. Starting materials: BrC=1C=C(C=CC1)C1OCCO1 (2-(3-bromo-phenyl)-[1,3]dioxolane), COB(OC)OC (trimethylborate), C12(C(CCC(C1(C)C)C2)(C)O)O ((+)-pinanediol), BrC=1C=C(C=CC1)C1OCCO1 (2-(3-bromo-phenyl)-[1,3]dioxolane). Yields the product O1C(OCC1)C=1C=C(C=CC1)B(O)O.C12(C(CCC(C1(C)C)C2)(C)O)O ((+)-pinanediol (3-[1,3]dioxolan-2-yl-phenyl)boronate). Reaction SMILES: Br[C:2]1[CH:3]=[C:4]([CH:8]2[O:12][CH2:11][CH2:10][O:9]2)[CH:5]=[CH:6][CH:7]=1.C[O:14][B:15](OC)[O:16]C.[C:20]12([OH:31])[CH2:28][CH:24]([C:25]1([CH3:27])[CH3:26])[CH2:23][CH2:22][C:21]2([OH:30])[CH3:29]>>[O:9]1[CH2:10][CH2:11][O:12][CH:8]1[C:4]1[CH:3]=[C:2]([B:15]([OH:16])[OH:14])[CH:7]=[CH:6][CH:5]=1.[C:20]12([OH:31])[CH2:28][CH:24]([C:25]1([CH3:27])[CH3:26])[CH2:23][CH2:22][C:21]2([OH:30])[CH3:29] |f:3.4|. Procedure details: Synthesis of compounds 16 and 21 are as previously described above. As detailed below, with reference to Scheme 3 and examples 20 and 21, below, the synthesis of compound 26 is described. (+)-pinanediol (1R)-1-acylamino-1-(3-formylphenyl)methylboronates 25, 26 were obtained starting from commercial 2-(3-bromo-phenyl)-[1,3]dioxolane (22a), following the same procedure. Metallation of 22a with buthyllithium at −78° C., followed by reaction with trimethylborate and transesterification with (+)-pina...